This data is from the Open Reaction Database (ORD), a public repository of structured organic reaction records. The task is: describe an organic reaction: reactants, conditions, products, and yield Reactants: ClC1=CC(=C(N=N1)NN)C (6-chloro-3-hydrazino-4-methylpyridazine), C(=O)O (formic acid). Conditions: time 30 minute. Product: ClC=1C=C(C=2N(N1)C=NN2)C (6-chloro-8-methyl-1,2,4-triazolo[4,3-b]pyridazine). As a reaction SMILES: [Cl:1][C:2]1[N:7]=[N:6][C:5]([NH:8][NH2:9])=[C:4]([CH3:10])[CH:3]=1.[CH:11](O)=O>>[Cl:1][C:2]1[CH:3]=[C:4]([CH3:10])[C:5]2[N:6]([CH:11]=[N:9][N:8]=2)[N:7]=1. Procedure details: A mixture of 37.6 g of 6-chloro-3-hydrazino-4-methylpyridazine and 50 ml of formic acid was heated, with stirring, on a boiling water bath for 30 minutes. The mixture was cooled and excess acid was removed by distillation under reduced pressure. The residual damp solid was dissolved in 300 ml of methylene chloride and washed with aqueous saturated sodium bicarbonate solution. The organic solution was then dried over anhydrous sodium sulfate and filtered through Celite and the solvent was evapora... Starting materials: ClC=1C(=NC(=NC1)NC=1C=CC2=C(N(CCN(C2)CCOC(C)=O)C)C1)N[C@H]1[C@@H](CCCC1)NS(=O)(=O)C (acetic acid 2-{8-[5-chloro-4-((1R,2R)-2-methanesulfonylamino-cyclohexylamino)-pyrimidin-2-ylamino]-1-methyl-1,2,3,5-tetrahydro-benzo[e][1,4]diazepin-4-yl}-ethyl ester), O1CCOCC1 (dioxane), [Li+].[OH-] (LiOH), N (ammonia). The solvent is CO (methanol), ClCCl (dichloromethane). Run at time 18 hour. The product is ClC=1C(=NC(=NC1)N(C1=CC=CC=C1)C=1C=CC2=C(N(CCN(C2)CCO)C)C1)N[C@H]1[C@@H](CCCC1)NS(=O)(=O)C (N-((1R,2R)-2-{5-Chloro-2-[4-(2-hydroxy-ethyl)-1-methyl-2,3,4,5-tetrahydro-1H-benzo[e][1,4]diazepin-8-ylamiino]-pyrimidin-4-ylamino}-cyclohexyl)-methanesulfonamide). Yield: 21.0%. Reaction SMILES: [Cl:1][C:2]1[C:3]([NH:27][C@@H:28]2[CH2:33][CH2:32][CH2:31][CH2:30][C@H:29]2[NH:34][S:35]([CH3:38])(=[O:37])=[O:36])=N[C:5]([NH:8][C:9]2[CH:10]=[CH:11][C:12]3[CH2:18][N:17]([CH2:19][CH2:20]OC(=O)C)[CH2:16][CH2:15][N:14]([CH3:25])[C:13]=3[CH:26]=2)=[N:6][CH:7]=1.O1[CH2:44][CH2:43]OCC1.[Li+].[OH-:46].[NH3:47]>CO.ClCCl>[Cl:1][C:2]1[C:3]([NH:27][C@@H:28]2[CH2:33][CH2:32][CH2:31][CH2:30][C@H:29]2[NH:34][S:35]([CH3:38])(=[O:37])=[O:36])=[N:47][C:5]([N:8]([C:9]2[CH:10]=[CH:11][C:12]3[CH2:18][N:17]([CH2:19][CH2:20][OH:46])[CH2:16][CH2:15][N:14]([CH3:25])[C:13]=3[CH:26]=2)[C:44]2[CH:43]=[CH:13][CH:26]=[CH:9][CH:10]=2)=[N:6][CH:7]=1 |f:2.3|. Procedure details: To a 25 ml round bottom flask, acetic acid 2-{8-[5-chloro-4-((1R,2R)-2-methanesulfonylamino-cyclohexylamino)-pyrimidin-2-ylamino]-1-methyl-1,2,3,5-tetrahydro-benzo[e][1,4]diazepin-4-yl}-ethyl ester (50 mg, 0.09 mmole), dioxane (5 ml), and 1M LiOH (1 mL, 1 mmole) were added and stirred at room temperature for 18 hours. The reaction was then acidified to pH 2 with 1NHCl. The solvents were removed under vacuum to give a white solid. The desired product (10 mg, 21% yield) was isolated via column chr... Starting materials: ClC=1C=C(C(=O)OCC)C=C(N1)C(F)(F)F (ethyl 2-chloro-6-(trifluoromethyl)isonicotinate), C[Mg]Br (methylmagnesium bromide), C(C)OCC (diethyl ether). The solvent is O1CCCC1 (tetrahydrofuran). Reaction conditions: time 30 minute. Product: ClC1=NC(=CC(=C1)C(C)(C)O)C(F)(F)F (2-[2-Chloro-6-(trifluoromethyl)pyridin-4-yl]propan-2-ol). RXN SMILES: [Cl:1][C:2]1[CH:3]=[C:4]([CH:10]=[C:11]([C:13]([F:16])([F:15])[F:14])[N:12]=1)C(OCC)=O.[CH3:17][Mg]Br.C([O:22][CH2:23][CH3:24])C>O1CCCC1>[Cl:1][C:2]1[CH:3]=[C:4]([C:23]([OH:22])([CH3:24])[CH3:17])[CH:10]=[C:11]([C:13]([F:14])([F:15])[F:16])[N:12]=1. Reported procedure: To a solution of ethyl 2-chloro-6-(trifluoromethyl)isonicotinate (0.200 g, 0.789 mmol, Anichem) in tetrahydrofuran (5 mL) at 0° C. was added 3.0M methylmagnesium bromide in diethyl ether (0.66 mL, 2.0 mmol). After 30 minutes, the reaction was quenched by the addition of saturated ammonium chloride solution and extracted with three portions of ethyl acetate. The combined extracts were dried over sodium sulfate, decanted and concentrated. Used without further purification in Step B. 1H NMR (300 MH... The reactants are CC(C)(C)N=C=O, CC(C)(C)NC(=O)N1CC(OC(c2ccc(Cl)cc2)c2ccc(Cl)cc2Cl)C1, Cl, Fc1cc(Br)ccc1C(OC1CNC1)c1ccccc1C(F)(F)F. Product: CC(C)(C)NC(=O)N1CC(OC(c2ccc(Br)cc2F)c2ccccc2C(F)(F)F)C1. RXN SMILES: [C:26]([CH3:27])([CH3:28])([CH3:29])[N:30]=[C:31]=[O:32].[Cl:33][c:34]1[cH:35][c:36]([Cl:37])[cH:38][cH:39][c:40]1[CH:41]([O:42][CH:43]1[CH2:44][N:45]([C:46]([NH:47][C:48]([CH3:49])([CH3:50])[CH3:51])=[O:52])[CH2:53]1)[c:54]1[cH:55][cH:56][c:57]([Cl:58])[cH:59][cH:60]1.[ClH:1].[F:2][C:3]([c:4]1[c:5]([CH:6]([c:7]2[c:8]([F:14])[cH:9][c:10]([Br:13])[cH:11][cH:12]2)[O:15][CH:16]2[CH2:17][NH:18][CH2:19]2)[cH:20][cH:21][cH:22][cH:23]1)([F:24])[F:25]>>[F:2][C:3]([c:4]1[c:5]([CH:6]([c:7]2[c:8]([F:14])[cH:9][c:10]([Br:13])[cH:11][cH:12]2)[O:15][CH:16]2[CH2:17][N:18]([C:31]([NH:30][C:26]([CH3:27])([CH3:28])[CH3:29])=[O:32])[CH2:19]2)[cH:20][cH:21][cH:22][cH:23]1)([F:24])[F:25]. The reactants are NC(C(=O)OCC)(C)C1=NC2=CC=C(C=C2C=C1)OCCCCCCC (Ethyl 2-amino-2-(6-heptyloxyquinolin-2-yl)propanoate), CO (methanol), O1CCCC1 (tetrahydrofuran), [BH4-].[Na+] (sodium tetrahydroborate). Conditions: time 2 hour. Yields the product NC(CO)(C)C1=NC2=CC=C(C=C2C=C1)OCCCCCCC (2-amino-2-(6-(heptyloxy)quinolin-2-yl)propan-1-ol). The yield is 90.3%. Reaction SMILES: [NH2:1][C:2]([C:9]1[CH:18]=[CH:17][C:16]2[C:11](=[CH:12][CH:13]=[C:14]([O:19][CH2:20][CH2:21][CH2:22][CH2:23][CH2:24][CH2:25][CH3:26])[CH:15]=2)[N:10]=1)([CH3:8])[C:3](OCC)=[O:4].CO.O1CCCC1.[BH4-].[Na+]>>[NH2:1][C:2]([C:9]1[CH:18]=[CH:17][C:16]2[C:11](=[CH:12][CH:13]=[C:14]([O:19][CH2:20][CH2:21][CH2:22][CH2:23][CH2:24][CH2:25][CH3:26])[CH:15]=2)[N:10]=1)([CH3:8])[CH2:3][OH:4] |f:3.4|. Procedure details: Ethyl 2-amino-2-(6-heptyloxyquinolin-2-yl)propanoate (7, 5.0 mg, 0.000014 mol) was dissolved in a mixture of methanol (1.0 mL, 0.025 mol) and tetrahydrofuran (1.0 mL, 0.012 mol), followed by sodium tetrahydroborate (1.06 mg, 0.0000279 mol) in small portions at 23° C. The reaction mixture was then allowed to stir for 2 hours. The reaction mixture was quenched with NH4Cl (sat), and solvents were removed under vacuum. The solid residue was then treated with MeOH/DCM, and the crude product was purif... Starting materials: COCCOC (Ethylene glycol dimethyl ether), O1C(=CC=C1)B(O)O (furan-2-boronic acid), C([O-])([O-])=O.[Na+].[Na+] (sodium carbonate), C(C1=CC=CC=C1)OC1=C(C(=O)NC2=C(C(=O)OC(C)(C)C)C=CC(=C2)Br)C=C(C=C1)N1CCOCC1 (tert-butyl 2-(2-(benzyloxy)-5-(morpholin-4-yl)benzamido)-4-bromobenzoate). The reagents and catalysts are Cl[Pd]([P](C1=CC=CC=C1)(C2=CC=CC=C2)C3=CC=CC=C3)([P](C4=CC=CC=C4)(C5=CC=CC=C5)C6=CC=CC=C6)Cl (bis(triphenylphosphine)palladium(II) dichloride), Cl[Pd]([P](C1=CC=CC=C1)(C2=CC=CC=C2)C3=CC=CC=C3)([P](C4=CC=CC=C4)(C5=CC=CC=C5)C6=CC=CC=C6)Cl (bis(triphenylphosphine)palladium(II) dichloride). The solvent is C(C)(=O)OCC (ethyl acetate), O (water), O (water). Reaction conditions: temperature 75 celsius, time 2 hour. Product: C(C1=CC=CC=C1)OC1=C(C(=O)NC2=C(C(=O)OC(C)(C)C)C=CC(=C2)C=2OC=CC2)C=C(C=C1)N1CCOCC1 (tert-butyl 2-(2-(benzyloxy)-5-(morpholin-4-yl)benzamido)-4-(furan-2-yl)benzoate). The yield is 71.6%. As a reaction SMILES: COCCOC.[O:7]1[CH:11]=[CH:10][CH:9]=[C:8]1B(O)O.C(=O)([O-])[O-].[Na+].[Na+].[CH2:21]([O:28][C:29]1[CH:51]=[CH:50][C:49]([N:52]2[CH2:57][CH2:56][O:55][CH2:54][CH2:53]2)=[CH:48][C:30]=1[C:31]([NH:33][C:34]1[CH:46]=[C:45](Br)[CH:44]=[CH:43][C:35]=1[C:36]([O:38][C:39]([CH3:42])([CH3:41])[CH3:40])=[O:37])=[O:32])[C:22]1[CH:27]=[CH:26][CH:25]=[CH:24][CH:23]=1>Cl[Pd](Cl)([P](C1C=CC=CC=1)(C1C=CC=CC=1)C1C=CC=CC=1)[P](C1C=CC=CC=1)(C1C=CC=CC=1)C1C=CC=CC=1.C(OCC)(=O)C.O>[CH2:21]([O:28][C:29]1[CH:51]=[CH:50][C:49]([N:52]2[CH2:53][CH2:54][O:55][CH2:56][CH2:57]2)=[CH:48][C:30]=1[C:31]([NH:33][C:34]1[CH:46]=[C:45]([C:8]2[O:7][CH:11]=[CH:10][CH:9]=2)[CH:44]=[CH:43][C:35]=1[C:36]([O:38][C:39]([CH3:42])([CH3:41])[CH3:40])=[O:37])=[O:32])[C:22]1[CH:27]=[CH:26][CH:25]=[CH:24][CH:23]=1 |f:2.3.4,^1:60,79|. Procedure details: Ethylene glycol dimethyl ether (2.0 mL), water (0.60 mL), furan-2-boronic acid (0.047 g), sodium carbonate (0.093 g), and bis(triphenylphosphine)palladium(II) dichloride (4.9 mg) were added to tert-butyl 2-(2-(benzyloxy)-5-(morpholin-4-yl)benzamido)-4-bromobenzoate (0.20 g), followed by stirring at 75° C. for 2 hours. The reaction mixture was cooled to room temperature, and bis(triphenylphosphine)palladium(II) dichloride (4.9 mg) was added thereto, followed by stirring at 75° C. for 2 hours. The...